From a dataset of the Open Reaction Database (ORD), a public repository of structured organic reaction records. describe an organic reaction: reactants, conditions, products, and yield Starting materials: FC(C=1C=C(C=C(C1)C(F)(F)F)C(C(=O)N(C)C=1C(=CC(=NC1)N1CCC(CC1)=O)C1=C(C=CC=C1)Cl)(C)C)(F)F (2-(3,5-bis-trifluoromethyl-phenyl)-N-[4′-(2-chloro-phenyl)-4-oxo-3,4,5,6-tetrahydro-2H-[1,2′]bipyridinyl-5′-yl]-N-methyl-isobutyramide), CO (methanol), C(#N)[BH3-].[Na+] (sodium cyanoborohydride). Run in C(C)(=O)OCC (ethyl acetate). Conditions: temperature 0 celsius, time 5 minute. The product is NC1CCN(CC1)C1=NC=C(C(=C1)C1=C(C=CC=C1)Cl)N(C(C(C)(C)C1=CC(=CC(=C1)C(F)(F)F)C(F)(F)F)=O)C (N-[4-Amino-4′-(2-chloro-phenyl)-3,4,5,6-tetrahydro-2H-[1,2′]bipyridinyl-5′-yl]-2-(3,5-bis-trifluoromethyl-phenyl)-N-methyl-isobutyramide). Isolated yield 63.6%. Reaction SMILES: [F:1][C:2]([F:41])([F:40])[C:3]1[CH:4]=[C:5]([C:13]([CH3:39])([CH3:38])[C:14]([N:16]([C:18]2[C:19]([C:31]3[CH:36]=[CH:35][CH:34]=[CH:33][C:32]=3[Cl:37])=[CH:20][C:21]([N:24]3[CH2:29][CH2:28][C:27](=O)[CH2:26][CH2:25]3)=[N:22][CH:23]=2)[CH3:17])=[O:15])[CH:6]=[C:7]([C:9]([F:12])([F:11])[F:10])[CH:8]=1.CO.C([BH3-])#[N:45].[Na+]>C(OCC)(=O)C>[NH2:45][CH:27]1[CH2:28][CH2:29][N:24]([C:21]2[CH:20]=[C:19]([C:31]3[CH:36]=[CH:35][CH:34]=[CH:33][C:32]=3[Cl:37])[C:18]([N:16]([CH3:17])[C:14](=[O:15])[C:13]([C:5]3[CH:4]=[C:3]([C:2]([F:40])([F:41])[F:1])[CH:8]=[C:7]([C:9]([F:10])([F:12])[F:11])[CH:6]=3)([CH3:39])[CH3:38])=[CH:23][N:22]=2)[CH2:25][CH2:26]1 |f:2.3|. Reported procedure: To a solution of 752 mg (1.26 mmol) 2-(3,5-bis-trifluoromethyl-phenyl)-N-[4′-(2-chloro-phenyl)-4-oxo-3,4,5,6-tetrahydro-2H-[1,2′]bipyridinyl-5′-yl]-N-methyl-isobutyramide in 7 ml methanol 970 mg (12.6 mmol) ammonium acetate were added at room temperature. The mixture was stirred 5 minutes at this temperature, cooled to 0° C. and treated with 119 mg (1.89 mmol) sodium cyanoborohydride. The reaction mixture was allowed to slowly warm to room temperature during 5 h, followed by dilution with 20 ml ... As a reaction SMILES: [CH:1](NC(C)C)(C)C.C([Li])CCC.[CH3:13][O:14][C:15]([CH:17]1[CH2:22][CH2:21][CH:20]([C:23]([OH:25])=[O:24])[CH2:19][CH2:18]1)=[O:16].IC>C1COCC1>[CH3:13][O:14][C:15]([C:17]1([CH3:1])[CH2:22][CH2:21][CH:20]([C:23]([OH:25])=[O:24])[CH2:19][CH2:18]1)=[O:16]. Run in C1CCOC1 (THF). Yields the product COC(=O)C1(CCC(CC1)C(=O)O)C (4-(Methoxycarbonyl)-4-methylcyclohexanecarboxylic acid). Starting materials: C(C)(C)NC(C)C (N,N-Diisopropylamine), solution, C(CCC)[Li] (butyllithium), COC(=O)C1CCC(CC1)C(=O)O (4-(methoxycarbonyl)cyclohexanecarboxylic acid), IC (iodomethane). Reported procedure: N,N-Diisopropylamine (1.18 mL, 8.35 mmol) was added dropwise to a 2M solution of n butyllithium (4.18 mL, 8.4 mmol) at −78° C. under nitrogen. After 15 min at this temperature the solution was raised to and held at 0° C. for 15 min prior to re-cooloing to −78° C. and treatment with a solution of 4-(methoxycarbonyl)cyclohexanecarboxylic acid (0.62 g, 3.34 mmol) in THF (8 mL). After 30 min., iodomethane (0.31 mL, 5 mmol) was added dropwise and the mixture was allowed to warm to rt over 2 hr. The m... Conditions: time 15 minute. The reactants are C(#N)[BH3-].[Na+] (sodium cyanoborohydride), BrC1=CC(=C(C=C1)N1CCNCC1)OC (1-(4-bromo-2-methoxy-phenyl)-piperazine), C(C)(=O)O (acetic acid), C=O (formaldehyde). The solvent is CO (methanol). Reaction conditions: time 5 minute. Yields the product BrC1=CC(=C(C=C1)N1CCN(CC1)C)OC (1-(4-bromo-2-methoxy-phenyl)-4-methyl-piperazine). The yield is 96.5%. Reaction SMILES: [Br:1][C:2]1[CH:7]=[CH:6][C:5]([N:8]2[CH2:13][CH2:12][NH:11][CH2:10][CH2:9]2)=[C:4]([O:14][CH3:15])[CH:3]=1.[C:16](O)(=O)C.C=O.C([BH3-])#N.[Na+]>CO>[Br:1][C:2]1[CH:7]=[CH:6][C:5]([N:8]2[CH2:9][CH2:10][N:11]([CH3:16])[CH2:12][CH2:13]2)=[C:4]([O:14][CH3:15])[CH:3]=1 |f:3.4|. Procedure: Dissolve 1-(4-bromo-2-methoxy-phenyl)-piperazine (7.0 g, 25.8 mmol) and acetic acid (5.9 mL, 103.2 mmol) in methanol (500 mL) and add aqueous formaldehyde (37%, 5.3 mL). After 5 min, add sodium cyanoborohydride (4.05 g, 64.5 mmol) and stir the mixture at room temperature overnight. Concentrate the reaction mixture in vacuo and partition between dichloromethane (200 mL) and 1 N sodium hydroxide (200 mL). Separate the organic portion and extract the aqueous portion with dichloromethane (2×100 mL).... Reactants: O (water), [BH4-].[Na+] (Sodium borohydride), CC1(CC(C2=C(O1)C=CS2)=O)C (5,6-dihydro-5,5-dimethyl-7H-thieno [3,2-b]pyran-7-one), [BH4-].[Na+] (sodium borohydride). Solvent: C(C)O (ethanol). Reaction conditions: time 2 hour. Yields the product OC1C2=C(OC(C1)(C)C)C=CS2 (5,6-Dihydro-7-hydroxy-5,5-dimethyl-7H-thieno[3,2-b]pyran). As a reaction SMILES: [BH4-].[Na+].[CH3:3][C:4]1([CH3:14])[O:9][C:8]2[CH:10]=[CH:11][S:12][C:7]=2[C:6](=[O:13])[CH2:5]1.O>C(O)C>[OH:13][CH:6]1[CH2:5][C:4]([CH3:14])([CH3:3])[O:9][C:8]2[CH:10]=[CH:11][S:12][C:7]1=2 |f:0.1|. Procedure: Sodium borohydride (0.97 g, 25.5 mmol) was added to a solution of 5,6-dihydro-5,5-dimethyl-7H-thieno [3,2-b]pyran-7-one (3.1 g, 17.0 mmol) in ethanol (50 mL) and stirred at rt for 2 h. An additional 0.97 g of sodium borohydride was added and the mixture was stirred 16 h. The mixture was poured into water and extracted with dichloromethane. The dichloromethane solution was washed with water (5×) and dried over magnesium sulfate. The solvent was evaporated in vacuo to give the product, 2.96 g (95%...